From a dataset of the Open Reaction Database (ORD), a public repository of structured organic reaction records. describe an organic reaction: reactants, conditions, products, and yield RXN SMILES: [CH3:1][C:2]([CH3:10])([CH:5]([OH:9])[CH:6]([CH3:8])[CH3:7])[CH2:3][OH:4].[CH2:11](Cl)[CH:12]=[C:13]([CH3:15])[CH3:14]>>[CH3:14][C:13]([CH3:15])=[CH:12][CH2:11][O:4][CH2:3][C:2]([CH3:10])([CH3:1])[CH:5]([OH:9])[CH:6]([CH3:8])[CH3:7]. Yields the product CC(=CCOCC(C(C(C)C)O)(C)C)C (1-(3-methyl-2-butenyloxy)-2,2,4-trimethylpentan-3-ol). The reactants are CC(CO)(C(C(C)C)O)C (2,2,4-trimethylpentan-1,3-diol), C(C=C(C)C)Cl (prenyl chloride). Procedure details: Treatment of 2,2,4-trimethylpentan-1,3-diol with prenyl chloride employing the alkylation reaction conditions described above provided 1-(3-methyl-2-butenyloxy)-2,2,4-trimethylpentan-3-ol in 92.0% yield (393.8 g, b.p.=82–84 C./0.8 mmHg). Isolated yield 92.0%.